This data is from the Open Reaction Database (ORD), a public repository of structured organic reaction records. The task is: describe an organic reaction: reactants, conditions, products, and yield Reactants: CN(C)C=O (DMF), COC=1C=C(C=CC1OC)C1=CC=CC(=N1)C(=O)N1CCN(CC1)C1=CC=C(C=N1)O (6-{4-[6-(3,4-dimethoxyphenyl)pyridine-2-carbonyl]piperazin-1-yl}pyridin-3-ol), Cl.ClCCN(C)C ((2-chloroethyl)dimethylamine hydrochloride), [H-].[Na+] (sodium hydride), O (water). Yields the product C(C(=O)O)(=O)O.COC=1C=C(C=CC1OC)C1=CC=CC(=N1)C(=O)N1CCN(CC1)C1=NC=C(C=C1)OCCN(C)C (1-[6-(3,4-dimethoxyphenyl)pyridine-2-carbonyl]-4-[5-(2-dimethylaminoethoxy)-2-pyridyl]piperazine oxalate). Reaction SMILES: CN(C=[O:5])C.[CH3:6][O:7][C:8]1[CH:9]=[C:10]([C:16]2[N:21]=[C:20]([C:22]([N:24]3[CH2:29][CH2:28][N:27]([C:30]4[N:35]=[CH:34][C:33]([OH:36])=[CH:32][CH:31]=4)[CH2:26][CH2:25]3)=[O:23])[CH:19]=[CH:18][CH:17]=2)[CH:11]=[CH:12][C:13]=1[O:14][CH3:15].Cl.Cl[CH2:39][CH2:40][N:41]([CH3:43])[CH3:42].[H-].[Na+].[OH2:46]>>[C:13]([OH:14])(=[O:5])[C:8]([OH:7])=[O:46].[CH3:6][O:7][C:8]1[CH:9]=[C:10]([C:16]2[N:21]=[C:20]([C:22]([N:24]3[CH2:25][CH2:26][N:27]([C:30]4[CH:31]=[CH:32][C:33]([O:36][CH2:39][CH2:40][N:41]([CH3:43])[CH3:42])=[CH:34][N:35]=4)[CH2:28][CH2:29]3)=[O:23])[CH:19]=[CH:18][CH:17]=2)[CH:11]=[CH:12][C:13]=1[O:14][CH3:15] |f:2.3,4.5,7.8|. Procedure: To a DMF (5 ml) solution of 213 mg of 6-{4-[6-(3,4-dimethoxyphenyl)pyridine-2-carbonyl]piperazin-1-yl}pyridin-3-ol were added 81 mg of (2-chloroethyl)dimethylamine hydrochloride and 43 mg of 60% sodium hydride under ice cooling. After 1 hour of stirring at an oil bath temperature of 70° C., water was added thereto, followed by extraction with ethyl acetate. The organic layer was washed with brine and then dried over anhydrous magnesium sulfate, and thereafter, the solvent was evaporated. The res... The reactants are BrCC(=O)OC(C)(C)C (t-Butyl bromoacetate), [H-].[Na+] (NaH), oil, C(CCC)C=1N(C(=CN1)C(C1=C(C=C(C=C1)OC)O)=O)C (2-n-butyl-1-methyl-5-(2-hydroxy-4-methoxybenzoyl)-1H-imidazole). Run in CN(C)C=O (DMF). Conditions: time 20 minute. The product is C(CCC)C=1N(C(=CN1)C(C1=C(C=C(C=C1)OC)OCC(=O)OC(C)(C)C)=O)C (2-n-Butyl-1-methyl-5-(2-t-butoxycarbonylmethoxy-4-methoxybenzoyl)-1H-imidazole). The yield is 92426.0%. As a reaction SMILES: [H-].[Na+].[CH2:3]([C:7]1[N:8]([CH3:23])[C:9]([C:12](=[O:22])[C:13]2[CH:18]=[CH:17][C:16]([O:19][CH3:20])=[CH:15][C:14]=2[OH:21])=[CH:10][N:11]=1)[CH2:4][CH2:5][CH3:6].Br[CH2:25][C:26]([O:28][C:29]([CH3:32])([CH3:31])[CH3:30])=[O:27]>CN(C=O)C>[CH2:3]([C:7]1[N:8]([CH3:23])[C:9]([C:12](=[O:22])[C:13]2[CH:18]=[CH:17][C:16]([O:19][CH3:20])=[CH:15][C:14]=2[O:21][CH2:25][C:26]([O:28][C:29]([CH3:32])([CH3:31])[CH3:30])=[O:27])=[CH:10][N:11]=1)[CH2:4][CH2:5][CH3:6] |f:0.1|. Reported procedure: To a mixture of NaH (80% oil dispersion, 41 mg, 1.35 mmol, previously washed with hexanes) in DMF (4 ml) was added dropwise a solution of 2-n-butyl-1-methyl-5-(2-hydroxy-4-methoxybenzoyl)-1H-imidazole (361 mg, 1.25 mmol) in DMF (3 ml) at 0° under argon. The cooling bath was removed and the mixture stirred for 20 min. at ambient temperature. t-Butyl bromoacetate (222 μl, 1.35 mmol) was added neat and the reaction stirred overnight. The mixture was partitioned between water and EtOAc and the layer...